This data is from the Open Reaction Database (ORD), a public repository of structured organic reaction records. The task is: describe an organic reaction: reactants, conditions, products, and yield Reactants: ClC1=C(C=CC(=C1)N1N=C(C=C1)C)C(=O)N1CC=2N(CC3=C1C=CC=C3)C=CC2 ([2-chloro-4-(3-methyl-pyrazol-1-yl)-phenyl]-(5H,11H-pyrrolo[2,1-c][1,4]benzodiazepin-10-yl)-methanone), BrN1C(CCC1=O)=O (N-bromosuccinimide). The solvent is ClCCl (dichloromethane), ClCCl (dichloromethane). Run at temperature -40 celsius. Product: BrC1=CC=C2CN(C3=C(CN21)C=CC=C3)C(=O)C3=C(C=C(C=C3)N3N=C(C=C3)C)Cl ((3-Bromo-5H,11H-pyrrolo[2,1-c][1,4]benzodiazepin-10-yl)-[2-chloro-4-(3-methyl-pyrazol-1-yl)-phenyl]-methanone). Isolated yield 76.4%. RXN SMILES: [Cl:1][C:2]1[CH:7]=[C:6]([N:8]2[CH:12]=[CH:11][C:10]([CH3:13])=[N:9]2)[CH:5]=[CH:4][C:3]=1[C:14]([N:16]1[C:22]2[CH:23]=[CH:24][CH:25]=[CH:26][C:21]=2[CH2:20][N:19]2[CH:27]=[CH:28][CH:29]=[C:18]2[CH2:17]1)=[O:15].[Br:30]N1C(=O)CCC1=O>ClCCl>[Br:30][C:27]1[N:19]2[C:18]([CH2:17][N:16]([C:14]([C:3]3[CH:4]=[CH:5][C:6]([N:8]4[CH:12]=[CH:11][C:10]([CH3:13])=[N:9]4)=[CH:7][C:2]=3[Cl:1])=[O:15])[C:22]3[CH:23]=[CH:24][CH:25]=[CH:26][C:21]=3[CH2:20]2)=[CH:29][CH:28]=1. Procedure details: To a stirred pre-cooled solution of [2-chloro-4-(3-methyl-pyrazol-1-yl)-phenyl]-(5H,11H-pyrrolo[2,1-c][1,4]benzodiazepin-10-yl)-methanone (1.61 g) in dichloromethane (25 ml) was added solid N-bromosuccinimide (0.712 g) over 10 minutes at −78° C. The reaction was allowed to warm to −40° C. over thirty minutes. The mixture was diluted with dichloromethane, and extracted sequentially with saturated aqueous sodium bicarbonate (2×100 ml) and water (100 ml). The organic phase was dried over anhydrous ... Starting materials: C(#N)C1=CC=C(C=C1)B(O)O (4-cyano-phenylboronic acid), COC(C1=CC(=CC=C1)CN(C1=C(C=CC=C1)I)C(C#CC(C)(C)O)=O)=O (3-{[(4-hydroxy-4-methyl-pent-2-ynoyl)-(2-iodo-phenyl)-amino]-methyl}-benzoic acid methyl ester). Yields the product COC(C1=CC(=CC=C1)CN1C(\C(\C2=CC=CC=C12)=C(/C(C)(C)O)\C1=CC=C(C=C1)C#N)=O)=O (3-{3-[1-(4-Cyano-phenyl)-2-hydroxy-2-methyl-prop-(Z)-ylidene]-2-oxo-2,3-dihydro-indol-1-ylmethyl}-benzoic acid methyl ester). RXN SMILES: [C:1]([C:3]1[CH:8]=[CH:7][C:6](B(O)O)=[CH:5][CH:4]=1)#[N:2].[CH3:12][O:13][C:14](=[O:38])[C:15]1[CH:20]=[CH:19][CH:18]=[C:17]([CH2:21][N:22]([C:30](=[O:37])[C:31]#[C:32][C:33]([OH:36])([CH3:35])[CH3:34])[C:23]2[CH:28]=[CH:27][CH:26]=[CH:25][C:24]=2I)[CH:16]=1>>[CH3:12][O:13][C:14](=[O:38])[C:15]1[CH:20]=[CH:19][CH:18]=[C:17]([CH2:21][N:22]2[C:23]3[C:28](=[CH:27][CH:26]=[CH:25][CH:24]=3)/[C:31](=[C:32](\[C:6]3[CH:7]=[CH:8][C:3]([C:1]#[N:2])=[CH:4][CH:5]=3)/[C:33]([OH:36])([CH3:35])[CH3:34])/[C:30]2=[O:37])[CH:16]=1. Reported procedure: The title compound was prepared in analogy to Example 84 starting from 4-cyano-phenylboronic acid (commercially available) and 3-{[(4-hydroxy-4-methyl-pent-2-ynoyl)-(2-iodo-phenyl)-amino]-methyl}-benzoic acid methyl ester. 1H NMR (400 MHz, DMSO-d6) δppm 1.33 (s, 6H) 3.85 (s, 3H) 5.15 (s, 2H) 5.35 (d, J=7.83 Hz, 1H) 6.68 (t, J=7.71 Hz, 1H) 7.03 (d, J=7.83 Hz, 1H) 7.15 (t, J=7.71 Hz, 1H) 7.48-7.55 (m, 1H) 7.52 (d, J=7.58 Hz, 3H) 7.62 (d, J=7.83 Hz, 1H) 7.89 (d, J=7.83 Hz, 1H) 7.99 (s, 1H) 8.05 (d,...